From a dataset of the Open Reaction Database (ORD), a public repository of structured organic reaction records. describe an organic reaction: reactants, conditions, products, and yield Starting materials: CC(C)(C)O, CC#N, CCOCC, ClCCl, CC(C)c1cc(-c2ccccc2)nc(-c2ccc(F)cc2)c1CO. Product: CC(C)c1cc(-c2ccccc2)nc(-c2ccc(F)cc2)c1C=O. As a reaction SMILES: [C:1]([OH:2])([CH3:3])([CH3:4])[CH3:5].[CH3:30][C:31]#[N:32].[CH3:36][CH2:37][O:38][CH2:39][CH3:40].[Cl:33][CH2:34][Cl:35].[F:6][c:7]1[cH:8][cH:9][c:10](-[c:13]2[n:14][c:15](-[c:24]3[cH:25][cH:26][cH:27][cH:28][cH:29]3)[cH:16][c:17]([CH:21]([CH3:22])[CH3:23])[c:18]2[CH2:19][OH:20])[cH:11][cH:12]1>>[F:6][c:7]1[cH:8][cH:9][c:10](-[c:13]2[n:14][c:15](-[c:24]3[cH:25][cH:26][cH:27][cH:28][cH:29]3)[cH:16][c:17]([CH:21]([CH3:22])[CH3:23])[c:18]2[CH:19]=[O:20])[cH:11][cH:12]1. Starting materials: Brc1cc2c(s1)-c1cnccc1OCC2, [Li]CCCC, CCCCCC, O=C=Nc1ccccc1Cl, Cl, [Na+], O=C([O-])O, C1CCOC1. Product: O=C(Nc1ccccc1Cl)c1cc2c(s1)-c1cnccc1OCC2. As a reaction SMILES: [Br:6][c:7]1[cH:8][c:9]2[c:10]([s:20]1)-[c:11]1[c:12]([cH:16][cH:17][n:18][cH:19]1)[O:13][CH2:14][CH2:15]2.[CH2:1]([Li:2])[CH2:3][CH2:4][CH3:5].[CH3:37][CH2:38][CH2:39][CH2:40][CH2:41][CH3:42].[Cl:21][c:22]1[c:23]([N:28]=[C:29]=[O:30])[cH:24][cH:25][cH:26][cH:27]1.[ClH:31].[Na+:36].[O-:32][C:33]([OH:34])=[O:35].[O:43]1[CH2:44][CH2:45][CH2:46][CH2:47]1>>[c:7]1([C:29]([NH:28][c:23]2[c:22]([Cl:21])[cH:27][cH:26][cH:25][cH:24]2)=[O:30])[cH:8][c:9]2[c:10]([s:20]1)-[c:11]1[c:12]([cH:16][cH:17][n:18][cH:19]1)[O:13][CH2:14][CH2:15]2. Starting materials: CN(C)c1ccncc1, O=C(O)C1CCCC1, [Cl-], NCc1cc(N)nc(N)c1, c1ccncc1. The product is Nc1cc(CNC(=O)C2CCCC2)cc(N)n1. As a reaction SMILES: [CH3:26][N:27]([CH3:28])[c:29]1[cH:30][cH:31][n:32][cH:33][cH:34]1.[CH:12]1([C:17](=[O:18])[OH:19])[CH2:13][CH2:14][CH2:15][CH2:16]1.[Cl-:11].[NH2:1][CH2:2][c:3]1[cH:4][c:5]([NH2:10])[n:6][c:7]([NH2:9])[cH:8]1.[cH:20]1[cH:21][cH:22][n:23][cH:24][cH:25]1>>[NH:1]([CH2:2][c:3]1[cH:4][c:5]([NH2:10])[n:6][c:7]([NH2:9])[cH:8]1)[C:17]([CH:12]1[CH2:13][CH2:14][CH2:15][CH2:16]1)=[O:18]. The reactants are COc1nc(OC)nc([N+]2(C)CCOCC2)n1, CN(C)C1(c2ccccc2)CCC(N)CC1, COc1ccc2[nH]cc(CC(=O)O)c2c1, CO, [Cl-]. Product: COc1ccc2[nH]cc(CC(=O)NC3CCC(c4ccccc4)(N(C)C)CC3)c2c1, Cl. Reaction SMILES: [CH3:18][O:19][c:20]1[n:21][c:22]([O:23][CH3:24])[n:25][c:26]([N+:27]2([CH3:28])[CH2:29][CH2:30][O:31][CH2:32][CH2:33]2)[n:34]1.[CH3:1][N:2]([C:3]1([c:10]2[cH:11][cH:12][cH:13][cH:14][cH:15]2)[CH2:4][CH2:5][CH:6]([NH2:9])[CH2:7][CH2:8]1)[CH3:16].[CH3:35][O:36][c:37]1[cH:38][c:39]2[c:40]([CH2:46][C:47](=[O:48])[OH:49])[cH:41][nH:42][c:43]2[cH:44][cH:45]1.[CH3:50][OH:51].[Cl-:17]>>[CH3:1][N:2]([C:3]1([c:10]2[cH:11][cH:12][cH:13][cH:14][cH:15]2)[CH2:4][CH2:5][CH:6]([NH:9][C:47]([CH2:46][c:40]2[c:39]3[cH:38][c:37]([O:36][CH3:35])[cH:45][cH:44][c:43]3[nH:42][cH:41]2)=[O:48])[CH2:7][CH2:8]1)[CH3:16].[ClH:17]. RXN SMILES: [NH2:1][C:2]1[N:6]([CH:7]([CH2:10][CH2:11][CH2:12][CH2:13][CH2:14][CH3:15])[CH2:8][CH3:9])[N:5]=[C:4]([CH2:16][CH3:17])[C:3]=1[C:18]([NH2:20])=[O:19].[CH2:21]1[O:29][C:28]2[CH:27]=[CH:26][C:25]([CH2:30][C:31](OC)=O)=[CH:24][C:23]=2[O:22]1.CC(C)([O-])C.[K+].C(=O)([O-])O.[Na+]>ClCCl>[CH2:21]1[O:29][C:28]2[CH:27]=[CH:26][C:25]([CH2:30][C:31]3[NH:20][C:18](=[O:19])[C:3]4[C:4]([CH2:16][CH3:17])=[N:5][N:6]([CH:7]([CH2:10][CH2:11][CH2:12][CH2:13][CH2:14][CH3:15])[CH2:8][CH3:9])[C:2]=4[N:1]=3)=[CH:24][C:23]=2[O:22]1 |f:2.3,4.5|. Product: C1OC=2C=C(CC=3NC(C4=C(N3)N(N=C4CC)C(CC)CCCCCC)=O)C=CC2O1 (6-(3,4-methylenedioxy-benzyl)-1-(3-nonyl)-3-ethyl-1,5-dihydro-pyrazolo[3,4-d]pyrimidin-4-one). The yield is 12.7%. Procedure details: 10 mg (0.037 mmol) of 5-amino-3-ethyl-1-(3-nonyl)-1H-pyrazole-4-carboxamide and 30 mg (0.129 mmol) of methyl 3,4-methylenedioxyphenylacetate are refluxed for 6 hours in 0.3 ml of a 0.5M ethanolic potassium tert-butoxide solution. After dichloromethane and saturated aqueous sodium hydrogen carbonate solution have been added, the phases are separated. Purification by chromatography gives 2 mg (11%) of a solid, Rf=0.76 (dichloromethane/methanol=15:1). Run in ClCCl (dichloromethane). Starting materials: NC1=C(C(=NN1C(CC)CCCCCC)CC)C(=O)N (5-amino-3-ethyl-1-(3-nonyl)-1H-pyrazole-4-carboxamide), C1OC=2C=C(C=CC2O1)CC(=O)OC (methyl 3,4-methylenedioxyphenylacetate), CC(C)([O-])C.[K+] (potassium tert-butoxide), C(O)([O-])=O.[Na+] (sodium hydrogen carbonate). The product is C(C)(=O)N1CCC(=C(C1)C1=CC=CC=C1)COC1=C(C=O)C(=CC=C1)O (2-((1-acetyl-5-phenyl-1,2,3,6-tetrahydropyridin-4-yl)methoxy)-6-hydroxybenzaldehyde). The solvent is CN(C)C=O (DMF), CN(C)C=O (DMF), CCOC(=O)C (EtOAc). Isolated yield 34.6%. As a reaction SMILES: C([O-])([O-])=O.[K+].[K+].[OH:7][C:8]1[CH:15]=[CH:14][CH:13]=[C:12]([OH:16])[C:9]=1[CH:10]=[O:11].Cl[CH2:18][C:19]1[CH2:20][CH2:21][N:22]([C:31](=[O:33])[CH3:32])[CH2:23][C:24]=1[C:25]1[CH:30]=[CH:29][CH:28]=[CH:27][CH:26]=1>CN(C=O)C.CCOC(C)=O>[C:31]([N:22]1[CH2:23][C:24]([C:25]2[CH:30]=[CH:29][CH:28]=[CH:27][CH:26]=2)=[C:19]([CH2:18][O:7][C:8]2[CH:15]=[CH:14][CH:13]=[C:12]([OH:16])[C:9]=2[CH:10]=[O:11])[CH2:20][CH2:21]1)(=[O:33])[CH3:32] |f:0.1.2|. Conditions: temperature 50 celsius. The reactants are C(=O)([O-])[O-].[K+].[K+] (K2CO3), OC1=C(C=O)C(=CC=C1)O (2,6-dihydroxybenzaldehyde), ClCC=1CCN(CC1C1=CC=CC=C1)C(C)=O (1-(4-(chloromethyl)-5-phenyl-3,6-dihydropyridin-1(2H)-yl)ethan-1-one). Procedure details: To a suspension of K2CO3 (40 mg, 0.28 mmol) and 2,6-dihydroxybenzaldehyde (40 mg, 0.28 mmol) in DMF (1 mL) was added a solution of 1-(4-(chloromethyl)-5-phenyl-3,6-dihydropyridin-1(2H)-yl)ethan-1-one (35 mg, 0.14 mmol) in DMF (1 mL), the mixture was heated at 50° C. for 3 h, cooled to room temperature, and was diluted with EtOAc, organic layer was separated and aqueous layer was extracted with EtOAc. EtOAc layers were combined, washed with Sat. NaHCO3, brine, dried over Na2SO4, and was concentra... The reactants are C(=O)(O)[O-].[Na+] (NaHCO3), ICCF (1-iodo-2-fluoroethane), IC1=CC=C(C=C1)CC(=O)NC[C@@H]1NCCC1 (2-(4-Iodophenyl)-N-[(2R)-pyrrolidin-2-ylmethyl]acetamide). Isolated yield 80.8%. Reaction SMILES: C([O-])(O)=O.[Na+].I[CH2:7][CH2:8][F:9].[I:10][C:11]1[CH:16]=[CH:15][C:14]([CH2:17][C:18]([NH:20][CH2:21][C@H:22]2[CH2:26][CH2:25][CH2:24][NH:23]2)=[O:19])=[CH:13][CH:12]=1>CN(C=O)C.O>[F:9][CH2:8][CH2:7][N:23]1[CH2:24][CH2:25][CH2:26][C@@H:22]1[CH2:21][NH:20][C:18](=[O:19])[CH2:17][C:14]1[CH:13]=[CH:12][C:11]([I:10])=[CH:16][CH:15]=1 |f:0.1|. Reported procedure: In a sealed tube, 0.53 g of NaHCO3 (6.4 mmol) and 0.49 g of 1-iodo-2-fluoroethane (2.8 mmol) are added to 0.88 g (2.6 mmol) of the compound obtained from step 1.10 dissolved in DMF (6 ml). The sealed tube is heated at 90° C. for 5 hours. The reaction mixture is cooled, the DMF is then evaporated off under reduced pressure, and the residue obtained is taken up in water (10 ml) and extracted with ethyl acetate (20 ml×2). The organic phase is dried over sodium sulfate, filtered and evaporated under... The product is FCCN1[C@H](CCC1)CNC(CC1=CC=C(C=C1)I)=O (N-{[(2R)-1-(2-Fluoroethyl)pyrrolidin-2-yl]methyl}-2-(4-iodophenyl)-acetamide). Solvent: CN(C)C=O (DMF), O (water). Run at temperature 90 celsius.